This data is from the Open Reaction Database (ORD), a public repository of structured organic reaction records. The task is: describe an organic reaction: reactants, conditions, products, and yield As a reaction SMILES: F[C:2](F)(F)[C:3]([OH:5])=[O:4].[O:8]=[C:9]1[CH:13]=[CH:12][C:11](=[O:14])[N:10]1CCC(NC[CH:21]1[O:25][C:24]2[CH:26]=[CH:27][C:28]([CH2:30][CH:31]([NH:33][CH2:34][CH3:35])[CH3:32])=[CH:29][C:23]=2[O:22]1)=O.C([C:38]1[C:39](NC(=O)C=1)=[O:40])C.[CH3:45][S:46](C)=O>>[CH3:35][CH2:34][NH:33][CH:31]([CH2:30][C:28]1[CH:27]=[CH:26][C:24]2[O:25][CH2:21][O:22][C:23]=2[CH:29]=1)[CH3:32].[CH3:38][C:39]([S:46][CH2:45][CH2:2][C:3]([O:5][N:10]1[C:9](=[O:8])[CH2:13][CH2:12][C:11]1=[O:14])=[O:4])=[O:40] |f:0.1,4.5|. Starting materials: FC(C(=O)O)(F)F.O=C1N(C(C=C1)=O)CCC(=O)NCC1OC2=C(O1)C=CC(=C2)CC(C)NCC (3-(2,5-dioxo-2,5-dihydro-pyrrol-1-yl)-N-[5-(2-ethylamino-propyl)-benzo[1,3]dioxol-2-ylmethyl]-propionamide Compound With Trifluoro-acetic Acid), CS(=O)C (DMSO), CS(=O)C (DMSO), C(C)C=1C(=O)NC(C1)=O (ethyl maleimide), CS(=O)C (DMSO). Run at temperature 0 celsius, time 24 hour. Product: CCNC(C)CC1=CC2=C(C=C1)OCO2.CC(=O)SCCC(=O)ON1C(=O)CCC1=O (MDEA SATP). Procedure details: The resulting solution was desalted using three PD-10 columns (Amersham Pharmacia Biotech) to produce 5.5 mL of pooled protein solution. This solution was cooled to 0° C., and 4 mL of DMSO was added dropwise. A solution of 7 mg (0.014 mmol) of MDEA-maleimido derivative (2O) in 0.5 mL of DMSO was added to the protein solution. The mixture was allowed to stir at room temperature for 24 hours. To the protein solution was added 400 μL of 5 mg/mL ethyl maleimide in DMSO to quench any unreacted thiol ...